This data is from the Open Reaction Database (ORD), a public repository of structured organic reaction records. The task is: describe an organic reaction: reactants, conditions, products, and yield Reactants: COC1=CC=C(CN2C=NC=3C2=NC(=CC3CO)C(F)(F)F)C=C1 ([3-(4-methoxybenzyl)-5-(trifluoromethyl)-3H-imidazo[4,5-b]pyridin-7-yl]methanol), O=S(Cl)Cl (SOCl2). Run in ClCCl (dichloromethane). Product: ClCC1=C2C(=NC(=C1)C(F)(F)F)N(C=N2)CC2=CC=C(C=C2)OC (7-(chloromethyl)-3-(4-methoxybenzyl)-5-(trifluoromethyl)-3H-imidazo[4,5-b]pyridine). As a reaction SMILES: [CH3:1][O:2][C:3]1[CH:24]=[CH:23][C:6]([CH2:7][N:8]2[C:12]3=[N:13][C:14]([C:19]([F:22])([F:21])[F:20])=[CH:15][C:16]([CH2:17]O)=[C:11]3[N:10]=[CH:9]2)=[CH:5][CH:4]=1.O=S(Cl)[Cl:27]>ClCCl>[Cl:27][CH2:17][C:16]1[CH:15]=[C:14]([C:19]([F:22])([F:21])[F:20])[N:13]=[C:12]2[N:8]([CH2:7][C:6]3[CH:23]=[CH:24][C:3]([O:2][CH3:1])=[CH:4][CH:5]=3)[CH:9]=[N:10][C:11]=12. Procedure: [3-(4-methoxybenzyl)-5-(trifluoromethyl)-3H-imidazo[4,5-b]pyridin-7-yl]methanol x199 (0.55 g, 1.63 mmol) is dissolved in dichloromethane (20 ml). SOCl2 (2 ml) is added dropwise. The reaction mixture is refluxed for 1 h. The volatiles are rotary-evaporated. Then 50 ml of chloroform is additionally distilled off from the residue. The resulting chloroform solution is added dropwise at 0° C. under vigorous stirring to saturated aqueous NaHCO3. The organic phase is separated, dried with anhydrous sod...